Dataset: the Open Reaction Database (ORD), a public repository of structured organic reaction records. Task: describe an organic reaction: reactants, conditions, products, and yield The reactants are N (ammonia), NC1=NC(=C2N=CN(C2=N1)[C@@H]1C=C[C@@H](C1)CO)Cl (cis-(±)-2-amino-6-chloro-9-[4-(hydroxymethyl)-2-cyclopenten-1-yl]-9H-purine). Run in CO (methanol). Conditions: temperature 75 celsius. The product is NC1=NC(=C2N=CN(C2=N1)[C@@H]1C=C[C@@H](C1)CO)N (cis-(±)-2,6-diamino-9-[4-(hydroxymethyl)-2-cyclo-penten-1-yl]-9H-purine). Yield: 80.0%. RXN SMILES: [NH3:1].[NH2:2][C:3]1[N:11]=[C:10]2[C:6]([N:7]=[CH:8][N:9]2[C@H:12]2[CH2:16][C@@H:15]([CH2:17][OH:18])[CH:14]=[CH:13]2)=[C:5](Cl)[N:4]=1>CO>[NH2:2][C:3]1[N:11]=[C:10]2[C:6]([N:7]=[CH:8][N:9]2[C@H:12]2[CH2:16][C@@H:15]([CH2:17][OH:18])[CH:14]=[CH:13]2)=[C:5]([NH2:1])[N:4]=1. Reported procedure: Liquid ammonia is passed into a solution of cis-(±)-2-amino-6-chloro-9-[4-(hydroxymethyl)-2-cyclopenten-1-yl]-9H-purine (0.265 g, 1 mmol) in methanol (10 mL) at -80° C. in a bomb. The bomb is sealed and heated at 75° C. for 48 hours. The bomb is cooled to room temperature and the ammonia and methanol are evaporated. The residue is purified by silica gel chromatography using 15:1 chloroform methanol as eluent to give cis-(±)-2,6-diamino-9-[4-(hydroxymethyl)-2-cyclo-penten-1-yl]-9H-purine (0.196 g... Starting materials: C1CCOC1, COC(=O)c1cc(F)c(OC)c(Br)c1, [Li+], [OH-], O. Product: COc1c(F)cc(C(=O)O)cc1Br. As a reaction SMILES: [CH2:17]1[O:18][CH2:19][CH2:20][CH2:21]1.[CH3:1][O:2][C:3]([c:4]1[cH:5][c:6]([Br:13])[c:7]([O:11][CH3:12])[c:8]([F:10])[cH:9]1)=[O:14].[Li+:15].[OH-:16].[OH2:22]>>[O:2]=[C:3]([c:4]1[cH:5][c:6]([Br:13])[c:7]([O:11][CH3:12])[c:8]([F:10])[cH:9]1)[OH:14]. Reactants: COC(=O)C=1[C@@H]2[C@@H]([C@@H](OC1)OC(NC)=O)[C@@]1([C@H](C2)O1)C ((1S,4aS,6S,7R,7aR)-6,7-epoxy-1,4a,5,6,7,7a-hexahydro-7-methyl-1-(methylcarbamoyloxy) cyclopenta [c] pyrane-4-carboxylic acid methylester). The reagents and catalysts are [OH-].[C+4].[Pd+2].[OH-].[OH-].[OH-].[OH-].[OH-] (palladium-carbon hydroxide). The solvent is CO (methanol). Reaction conditions: time 12 hour. The product is hexane-ether, COC(=O)[C@@H]1[C@@H]2[C@@H]([C@@H](OC1)OC(NC)=O)[C@@]1([C@H](C2)O1)C ((1S,4R,4aS,6S,7R,7aR)-6,7-epoxy-7-methyl-1-(methylcarbamoyloxy)-1,3,4,4a,5,6,7,7a-octahydrocyclopenta [c] pyrane-4-carboxylic acid methylester). The yield is 74.5%. Reaction SMILES: [CH3:1][O:2][C:3]([C:5]1[C@H:6]2[CH2:18][C@@H:17]3[O:19][C@:16]3([CH3:20])[C@@H:7]2[C@H:8]([O:11][C:12](=[O:15])[NH:13][CH3:14])[O:9][CH:10]=1)=[O:4]>CO.[OH-].[C+4].[Pd+2].[OH-].[OH-].[OH-].[OH-].[OH-]>[CH3:1][O:2][C:3]([C@H:5]1[CH2:10][O:9][C@@H:8]([O:11][C:12](=[O:15])[NH:13][CH3:14])[C@H:7]2[C@@:16]3([CH3:20])[O:19][C@H:17]3[CH2:18][C@H:6]12)=[O:4] |f:2.3.4.5.6.7.8.9|. Reported procedure: 500 mg of (1S,4aS,6S,7R,7aR)-6,7-epoxy-1,4a,5,6,7,7a-hexahydro-7-methyl-1-(methylcarbamoyloxy) cyclopenta [c] pyrane-4-carboxylic acid methylester descried in Example 3 were dissolved in methanol followed by the suspension of 50 mg of 20 % palladium-carbon hydroxide catalyst and stirring for 12 hours under hydrogen gas atmosphere at 1 atm. After filtering out the insoluble matter, the filtrate was concentrated. The residue was purified by silica gel chromatography to obtain a colorless powder fr... Reactants: Cl[Si](C(C)C)(C(C)C)C(C)C (Chloro(triisopropyl)silane), C(C1=CC=CC=C1)OC[C@H](CO)O ((2S)-3-(benzyloxy)-1,2-propanediol), N1C=NC=C1 (imidazole). Solvent: CN(C)C=O (DMF). Conditions: time 16 hour. Yields the product C(C1=CC=CC=C1)OC[C@H](CO[Si](C(C)C)(C(C)C)C(C)C)O ((2R)-1-(benzyloxy)-3-[(triisopropylsilyl)oxy]-2-propanol). The yield is 78.4%. RXN SMILES: Cl[Si:2]([CH:9]([CH3:11])[CH3:10])([CH:6]([CH3:8])[CH3:7])[CH:3]([CH3:5])[CH3:4].[CH2:12]([O:19][CH2:20][C@@H:21]([OH:24])[CH2:22][OH:23])[C:13]1[CH:18]=[CH:17][CH:16]=[CH:15][CH:14]=1.N1C=CN=C1>CN(C=O)C>[CH2:12]([O:19][CH2:20][C@@H:21]([OH:24])[CH2:22][O:23][Si:2]([CH:9]([CH3:11])[CH3:10])([CH:6]([CH3:8])[CH3:7])[CH:3]([CH3:5])[CH3:4])[C:13]1[CH:18]=[CH:17][CH:16]=[CH:15][CH:14]=1. Procedure details: Chloro(triisopropyl)silane (12.2 mL, 0.057 mol) was added dropwise at 20° C. to a stirred solution of diol 78 (9.52 g, 0.052 mol) and imidazole (5.33 g, 0.078 mol) in DMF (150 mL) and stirring was continued for 16 h. Most of the DMF was removed under reduced pressure and the residue was partitioned between EtOAc and water. The organic extract was washed well with water, then brine, and was evaporated to give an oil, which was chromatographed on silica. Elution with petroleum ether gave fore frac...